This data is from the Open Reaction Database (ORD), a public repository of structured organic reaction records. The task is: describe an organic reaction: reactants, conditions, products, and yield Starting materials: N1(CCOCC1)C(CC(C(=O)O)=C)=O (2-(2-morpholin-4-yl-2-oxo-ethyl)-acrylic acid), C(C)(=S)[O-].[K+] (Potassium thioacetate). Solvent: CN(C)C=O (DMF). Product: C(C)(=O)SCC(C(=O)O)CC(=O)N1CCOCC1 (2-Acetylsulfanylmethyl-4-morpholin-4-yl-4-oxo-butyric acid). RXN SMILES: [N:1]1([C:7](=[O:14])[CH2:8][C:9](=[CH2:13])[C:10]([OH:12])=[O:11])[CH2:6][CH2:5][O:4][CH2:3][CH2:2]1.[C:15]([O-:18])(=[S:17])[CH3:16].[K+]>CN(C=O)C>[C:15]([S:17][CH2:13][CH:9]([CH2:8][C:7]([N:1]1[CH2:2][CH2:3][O:4][CH2:5][CH2:6]1)=[O:14])[C:10]([OH:12])=[O:11])(=[O:18])[CH3:16] |f:1.2|. Procedure: 2-(2-morpholin-4-yl-2-oxo-ethyl)-acrylic acid (55.19 g, 277.0 mmol) was dissolved in 120 mL DMF and set to stir at room temperature. Potassium thioacetate (25 g, 219.0 mmol) was added in one portion, and the reaction mixture was allowed to stir at ambient temperature for 20 hours. Upon completion (LCMS), DMF was removed by vacuum under reduced pressure. Crude Yield: 75 g. Percent Purity (LCMS): 40%. The crude product was used without further purification. The reactants are COC1=C2C=CC=NC2=C(C=C1)N1CCNCC1 (5-methoxy-8-(piperazin-1-yl)quinoline), ClC1=C(N)C=C(C=C1)OC (2-chloro-5-methoxyaniline), N1=CC=CC2=CC=CC(=C12)N1CCC(CC1)=O (1-quinolin-8-yl-piperidin-4-one), C(C)(=O)O[BH-](OC(C)=O)OC(C)=O.[Na+] (sodium triacetoxyborohydride). Product: COC1=C2C=CC=NC2=C(C=C1)N1CCN(CC1)C1CCN(CC1)C=1C=CC=C2C=CC=NC12 (5-Methoxy-8-{4-[1-(8-quinolinyl)-4-piperidinyl]-1-piperazinyl}-quinoline). RXN SMILES: [CH3:1][O:2][C:3]1[CH:12]=[CH:11][C:10]([N:13]2[CH2:18][CH2:17][NH:16][CH2:15][CH2:14]2)=[C:9]2[C:4]=1[CH:5]=[CH:6][CH:7]=[N:8]2.ClC1C=CC(OC)=CC=1N.[N:29]1[C:38]2[C:33](=[CH:34][CH:35]=[CH:36][C:37]=2[N:39]2[CH2:44][CH2:43][C:42](=O)[CH2:41][CH2:40]2)[CH:32]=[CH:31][CH:30]=1.C(O[BH-](OC(=O)C)OC(=O)C)(=O)C.[Na+]>>[CH3:1][O:2][C:3]1[CH:12]=[CH:11][C:10]([N:13]2[CH2:14][CH2:15][N:16]([CH:42]3[CH2:41][CH2:40][N:39]([C:37]4[CH:36]=[CH:35][CH:34]=[C:33]5[C:38]=4[N:29]=[CH:30][CH:31]=[CH:32]5)[CH2:44][CH2:43]3)[CH2:17][CH2:18]2)=[C:9]2[C:4]=1[CH:5]=[CH:6][CH:7]=[N:8]2 |f:3.4|. Procedure: Using the synthetic methods described in previous examples, 5-methoxy-8-(piperazin-1-yl)quinoline (prepared from 2-chloro-5-methoxyaniline using the methodology described for the preparation of Example N, Step 3, above) and 1-quinolin-8-yl-piperidin-4-one (Example A, Step 5, above) were reacted with sodium triacetoxyborohydride to give the desired product as a beige solid; MP. 218-220° C.; MS (ES) m/z (relative intensity) 454 (M+H)+ (100). Product: C(\C=C/C(=O)O)(=O)O.C(\C=C/C(=O)O)(=O)O.FC1=CC=C(OCCN2CCC(CC2)CC2=NC=CC=C2)C=C1 (1-(2-(4-Fluorophenoxy)ethyl)-4-(2-picolyl)piperidine dimaleic acid salt). Reported procedure: The title compound was prepared from isonipecotamide, 2-(4-fluorophenoxy)ethyl bromide, and K2CO3 in four steps as a pale yellow solid, mp 114-115° C.; 1H NMR (CDCl3) 1.56-1.75 (m, 2H), 1.94 (d, J=15 Hz, 2H), 2.08-2.25 (m, 1H), 2.96-3.18 (m, 4H), 3.33-3.56 (m, 2H), 3.62-3.73 (m, 2H), 4.32 (d, J=4.8 Hz, 2H), 6.26 (s, 4H), 6.91-7.12 (m, 4H), 7.84-7.94 (m, 2H), 8.48 (td, J=7.8 and 1.5 Hz, 1H), 8.63 (d, J=6.0 Hz, 1H); Anal. Calcd for C27H31FN2O9 : C, 59.33; H, 5.71; N, 5.12. Found: C, 59.36; H, 5.68... RXN SMILES: [NH:1]1[CH2:9][CH2:8][CH:4]([C:5](N)=[O:6])[CH2:3][CH2:2]1.[F:10][C:11]1[CH:20]=[CH:19][C:14]([O:15][CH2:16][CH2:17]Br)=[CH:13][CH:12]=1.[C:21]([O-:24])([O-:23])=O.[K+].[K+]>>[C:5]([OH:15])(=[O:6])/[CH:4]=[CH:8]\[C:21]([OH:24])=[O:23].[C:14]([OH:6])(=[O:15])/[CH:19]=[CH:20]\[C:21]([OH:24])=[O:23].[F:10][C:11]1[CH:20]=[CH:19][C:14]([O:15][CH2:16][CH2:17][N:1]2[CH2:9][CH2:8][CH:4]([CH2:5][C:2]3[CH:3]=[CH:4][CH:8]=[CH:9][N:1]=3)[CH2:3][CH2:2]2)=[CH:13][CH:12]=1 |f:2.3.4,5.6.7|. The reactants are N1CCC(C(=O)N)CC1 (isonipecotamide), FC1=CC=C(OCCBr)C=C1 (2-(4-fluorophenoxy)ethyl bromide), C(=O)([O-])[O-].[K+].[K+] (K2CO3). The reactants are CCOC(=O)c1nc(Cl)sc1C(=O)NC(C)(C)c1ccccc1, O=C(O)C(F)(F)F. Product: CCOC(=O)c1nc(Cl)sc1C(N)=O. Reaction SMILES: [Cl:1][c:2]1[s:3][c:4]([C:12](=[O:13])[NH:14][C:15]([CH3:16])([c:17]2[cH:18][cH:19][cH:20][cH:21][cH:22]2)[CH3:23])[c:5]([C:7](=[O:8])[O:9][CH2:10][CH3:11])[n:6]1.[F:24][C:25]([F:26])([F:27])[C:28]([OH:29])=[O:30]>>[Cl:1][c:2]1[s:3][c:4]([C:12](=[O:13])[NH2:14])[c:5]([C:7](=[O:8])[O:9][CH2:10][CH3:11])[n:6]1. Starting materials: C1CCOC1, CCNc1ccc(NC(=O)CN(C)C)cc1N=C1SC(=C2Sc3ccc(OCCN=[N+]=[N-])cc3N2C)C(=O)N1Cc1ccccc1, O, c1ccc(P(c2ccccc2)c2ccccc2)cc1. Product: CCNc1ccc(NC(=O)CN(C)C)cc1N=C1SC(=C2Sc3ccc(OCCN)cc3N2C)C(=O)N1Cc1ccccc1. As a reaction SMILES: [CH2:67]1[O:68][CH2:69][CH2:70][CH2:71]1.[N:1](=[N+:2]=[N-:3])[CH2:4][CH2:5][O:6][c:7]1[cH:8][cH:9][c:10]2[c:11]([cH:46]1)[N:12]([CH3:45])[C:13](=[C:15]1[C:16](=[O:44])[N:17]([CH2:37][c:38]3[cH:39][cH:40][cH:41][cH:42][cH:43]3)[C:18](=[N:20][c:21]3[cH:22][c:23]([NH:30][C:31]([CH2:32][N:33]([CH3:34])[CH3:35])=[O:36])[cH:24][cH:25][c:26]3[NH:27][CH2:28][CH3:29])[S:19]1)[S:14]2.[OH2:66].[c:47]1([P:48]([c:49]2[cH:50][cH:51][cH:52][cH:53][cH:54]2)[c:55]2[cH:56][cH:57][cH:58][cH:59][cH:60]2)[cH:61][cH:62][cH:63][cH:64][cH:65]1>>[NH2:1][CH2:4][CH2:5][O:6][c:7]1[cH:8][cH:9][c:10]2[c:11]([cH:46]1)[N:12]([CH3:45])[C:13](=[C:15]1[C:16](=[O:44])[N:17]([CH2:37][c:38]3[cH:39][cH:40][cH:41][cH:42][cH:43]3)[C:18](=[N:20][c:21]3[cH:22][c:23]([NH:30][C:31]([CH2:32][N:33]([CH3:34])[CH3:35])=[O:36])[cH:24][cH:25][c:26]3[NH:27][CH2:28][CH3:29])[S:19]1)[S:14]2. Reactants: ice, BrC=1C=C(C(=O)OC)C=C(C1OC1=CC(=C(C=C1)OC)C(C)C)Br (Methyl 3,5-dibromo-4-(4-methoxy-3-isopropyl-phenoxy)-benzoate), solution, diisobutyl aluminium hydride(DIBAL). The solvent is C1CCOC1 (THF). Run at time 1 hour. Yields the product BrC=1C=C(CO)C=C(C1OC1=CC(=C(C=C1)OC)C(C)C)Br (3,5-dibromo-4-(4-methoxy-3-isopropylphenoxy)benzylalcohol). Yield: 96.1%. As a reaction SMILES: [Br:1][C:2]1[CH:3]=[C:4]([CH:9]=[C:10]([Br:24])[C:11]=1[O:12][C:13]1[CH:18]=[CH:17][C:16]([O:19][CH3:20])=[C:15]([CH:21]([CH3:23])[CH3:22])[CH:14]=1)[C:5](OC)=[O:6]>C1COCC1>[Br:1][C:2]1[CH:3]=[C:4]([CH:9]=[C:10]([Br:24])[C:11]=1[O:12][C:13]1[CH:18]=[CH:17][C:16]([O:19][CH3:20])=[C:15]([CH:21]([CH3:22])[CH3:23])[CH:14]=1)[CH2:5][OH:6]. Procedure: Methyl 3,5-dibromo-4-(4-methoxy-3-isopropyl-phenoxy)-benzoate (Example 1a) (4.6 g) was treated with a 1 M solution of diisobutyl aluminium hydride(DIBAL) in THF (40 ml) at 0° C. and then warmed to room temperature and stirred for 1 hour. The reaction mixture was poured into an ice-cold 1 M HCl solution and extracted with ethyl acetate 3 times. The organic layer was washed (brine), dried, filtered and concentrated to dryness affording 3,5-dibromo-4-(4-methoxy-3-isopropylphenoxy)benzylalcohol (4.1...